Task: describe an organic reaction: reactants, conditions, products, and yield. Dataset: the Open Reaction Database (ORD), a public repository of structured organic reaction records The reactants are C(CCC)OC(C(NC(=O)OC(C)(C)C)OC(C)=O)=O (N-t-butoxycarbonyl-2-acetoxyglycine n-butyl ester), C[O-].[Na+] (sodium methoxide), C1(=CC=CC=C1)O (phenol), C1(=CC=CC=C1)[O-].[Na+] (sodium phenolate). The solvent is O1CCOCC1 (dioxane), O1CCOCC1 (dioxane). Yields the product C(CCC)OC(C(NC(=O)OC(C)(C)C)OC1=CC=CC=C1)=O (N-t-Butoxycarbonyl-2-phenoxyglycine n-butyl ester). RXN SMILES: [CH2:1]([O:5][C:6](=[O:20])[CH:7]([O:16][C:17](=O)[CH3:18])[NH:8][C:9]([O:11][C:12]([CH3:15])([CH3:14])[CH3:13])=[O:10])[CH2:2][CH2:3][CH3:4].[C:21]1([O-])[CH:26]=CC=[CH:23][CH:22]=1.[Na+].C1(O)C=CC=CC=1.C[O-].[Na+]>O1CCOCC1>[CH2:1]([O:5][C:6](=[O:20])[CH:7]([O:16][C:17]1[CH:23]=[CH:22][CH:21]=[CH:26][CH:18]=1)[NH:8][C:9]([O:11][C:12]([CH3:15])([CH3:14])[CH3:13])=[O:10])[CH2:2][CH2:3][CH3:4] |f:1.2,4.5|. Reported procedure: To 2.9 g. (0.01 mol.) of N-t-butoxycarbonyl-2-acetoxyglycine n-butyl ester in 10 ml. of dioxane was added a solution of sodium phenolate prepared from 0.94 g. of phenol and 0.54 g. of sodium methoxide in 15 ml. of dioxane. After refluxing for 2 hours, the solvent was evaporated in vacuo and the residue was dissolved in ethyl acetate. The ethyl acetate solution was washed with cold 10% aqueous sodium hydroxide, dried (MgSO4) and concentrated to yield the title compound as an oil. The reactants are CC(C)(C)C(=O)Cl, CC12CCC3c4ccc(OCc5ccccc5)cc4CCC3C1C(CCCCO)CC2(O)C(F)(F)F, O, c1ccncc1. The product is CC(C)(C)C(=O)OCCCCC1CC(O)(C(F)(F)F)C2(C)CCC3c4ccc(OCc5ccccc5)cc4CCC3C12. Reaction SMILES: [C:1]([C:2]([CH3:3])([CH3:4])[CH3:5])(=[O:6])[Cl:7].[CH2:8]([c:9]1[cH:10][cH:11][cH:12][cH:13][cH:14]1)[O:15][c:16]1[cH:17][c:18]2[c:31]([cH:32][cH:33]1)[CH:30]1[CH:21]([CH2:20][CH2:19]2)[CH:22]2[CH:23]([CH2:39][CH2:40][CH2:41][CH2:42][OH:43])[CH2:24][C:25]([OH:34])([C:35]([F:36])([F:37])[F:38])[C:26]2([CH3:27])[CH2:28][CH2:29]1.[OH2:44].[cH:45]1[cH:46][cH:47][n:48][cH:49][cH:50]1>>[C:1]([C:2]([CH3:3])([CH3:4])[CH3:5])(=[O:6])[O:43][CH2:42][CH2:41][CH2:40][CH2:39][CH:23]1[CH:22]2[CH:21]3[CH2:20][CH2:19][c:18]4[cH:17][c:16]([O:15][CH2:8][c:9]5[cH:10][cH:11][cH:12][cH:13][cH:14]5)[cH:33][cH:32][c:31]4[CH:30]3[CH2:29][CH2:28][C:26]2([CH3:27])[C:25]([OH:34])([C:35]([F:36])([F:37])[F:38])[CH2:24]1. Starting materials: CC#N, NCC1CC1, O=C(Cl)Oc1ccc([N+](=O)[O-])cc1, CC(C)(C)NC(=O)c1cccc(CN2CCN(C(=O)c3ccc(N)cc3F)CC2)c1. Yields the product CC(C)(C)NC(=O)c1cccc(CN2CCN(C(=O)c3ccc(NC(=O)NCC4CC4)cc3F)CC2)c1. Reaction SMILES: [CH3:49][C:50]#[N:51].[CH:44]1([CH2:47][NH2:48])[CH2:45][CH2:46]1.[Cl:1][C:2](=[O:3])[O:4][c:5]1[cH:6][cH:7][c:8]([N+:9]([O-:10])=[O:11])[cH:12][cH:13]1.[NH2:14][c:15]1[cH:16][c:17]([F:43])[c:18]([C:19](=[O:20])[N:21]2[CH2:22][CH2:23][N:24]([CH2:27][c:28]3[cH:29][c:30]([C:31](=[O:32])[NH:33][C:34]([CH3:35])([CH3:36])[CH3:37])[cH:38][cH:39][cH:40]3)[CH2:25][CH2:26]2)[cH:41][cH:42]1>>[C:2](=[O:3])([NH:14][c:15]1[cH:16][c:17]([F:43])[c:18]([C:19](=[O:20])[N:21]2[CH2:22][CH2:23][N:24]([CH2:27][c:28]3[cH:29][c:30]([C:31](=[O:32])[NH:33][C:34]([CH3:35])([CH3:36])[CH3:37])[cH:38][cH:39][cH:40]3)[CH2:25][CH2:26]2)[cH:41][cH:42]1)[NH:48][CH2:47][CH:44]1[CH2:45][CH2:46]1. Starting materials: ClC1=C(C=C(C(=C1)C)OC(=O)OC)N1C(N2C(=CCCC2)C1=O)=O (2-(2-chloro-4-methyl-5-methoxycarbonyloxyphenyl)-5,6-dihydroimidazo [1,5-a] pyridine-1,3[2H, 7H]-dione), C([O-])([O-])=O.[K+].[K+] (potassium carbonate), Cl (Hydrochloric acid). The solvent is CO (methanol). The product is ClC1=C(C=C(C(=C1)C)O)N1C(N2C(=CCCC2)C1=O)=O (2-(2-chloro-4-methyl-5-hydroxyphenyl)-5,6-dihydroimidazo [1,5-a] pyridine-1,3[2H, 7H]-dione). The yield is 97.8%. Reaction SMILES: [Cl:1][C:2]1[CH:7]=[C:6]([CH3:8])[C:5]([O:9]C(OC)=O)=[CH:4][C:3]=1[N:14]1[C:22](=[O:23])[C:17]2=[CH:18][CH2:19][CH2:20][CH2:21][N:16]2[C:15]1=[O:24].C(=O)([O-])[O-].[K+].[K+].Cl>CO>[Cl:1][C:2]1[CH:7]=[C:6]([CH3:8])[C:5]([OH:9])=[CH:4][C:3]=1[N:14]1[C:22](=[O:23])[C:17]2=[CH:18][CH2:19][CH2:20][CH2:21][N:16]2[C:15]1=[O:24] |f:1.2.3|. Procedure: A methanol (45 mL) solution of 2-(2-chloro-4-methyl-5-methoxycarbonyloxyphenyl)-5,6-dihydroimidazo [1,5-a] pyridine-1,3[2H, 7H]-dione (2.22 g, 6.08 mmol) and potassium carbonate (0.84 g, 6.08 mmol) was stirred at 50°-60° C. for 7 hours. 1N Hydrochloric acid (60 mL) was added to the resulting mixture, and the organic layer was separated and the aqueous layer was extracted with ethyl acetate (30 mL×2 times). The organic layer combined was washed with a saturated sodium chloride solution (100 mL) a... Reactants: [H-].[Al+3].[Li+].[H-].[H-].[H-] (lithium aluminium hydride), [OH-].[Na+] (sodium hydroxide), FC=1C=C2CC(C(C2=CC1)=O)=NO (5-Fluoro-2-hydroxyimino-1-indanone), O (water), O (water). The solvent is O1CCCC1 (tetrahydrofuran), O1CCCC1 (tetrahydrofuran). Conditions: time 30 minute. Yields the product NC1C(C2=CC=C(C=C2C1)F)O (2-Amino-5-fluoro-1-indanol). Yield: 46.0%. As a reaction SMILES: [F:1][C:2]1[CH:3]=[C:4]2[C:8](=[CH:9][CH:10]=1)[C:7](=[O:11])[C:6](=[N:12]O)[CH2:5]2.[H-].[Al+3].[Li+].[H-].[H-].[H-].O.[OH-].[Na+]>O1CCCC1>[NH2:12][CH:6]1[CH2:5][C:4]2[C:8](=[CH:9][CH:10]=[C:2]([F:1])[CH:3]=2)[CH:7]1[OH:11] |f:1.2.3.4.5.6,8.9|. Procedure details: The product obtained in Step A dissolved in 70 ml of tetrahydrofuran is added dropwise, in the course of 30 minutes, to a suspension of 2.67 g of lithium aluminium hydride in 15 ml of tetrahydrofuran. After stirring for 30 minutes at ambient temperature and then after 12 hours at reflux of the solvent, the reaction mixture is cooled and then carefully hydrolysed using, in succession, 1.9 ml of water, 1.5 ml of 20% sodium hydroxide solution and then 6.7 ml of water. The solution is subsequently s... Starting materials: BrCCCCN1C2=NC(=NC(=C2N=C1OC)N)OCCCC (9-(4-Bromobutyl)-2-butoxy-8-methoxy-9H-purine-6-amine), COCCN ((2-methoxyethyl)amine). The solvent is C(C)#N (acetonitrile). Conditions: temperature 80 celsius, time 1 hour. Yields the product C(CCC)OC1=NC(=C2N=C(N(C2=N1)CCCCNCCOC)OC)N (2-Butoxy-8-methoxy-9-{4-[(2-methoxyethyl)amino]butyl}-9H-purine-6-amine). As a reaction SMILES: Br[CH2:2][CH2:3][CH2:4][CH2:5][N:6]1[C:14]([O:15][CH3:16])=[N:13][C:12]2[C:7]1=[N:8][C:9]([O:18][CH2:19][CH2:20][CH2:21][CH3:22])=[N:10][C:11]=2[NH2:17].[CH3:23][O:24][CH2:25][CH2:26][NH2:27]>C(#N)C>[CH2:19]([O:18][C:9]1[N:8]=[C:7]2[C:12]([N:13]=[C:14]([O:15][CH3:16])[N:6]2[CH2:5][CH2:4][CH2:3][CH2:2][NH:27][CH2:26][CH2:25][O:24][CH3:23])=[C:11]([NH2:17])[N:10]=1)[CH2:20][CH2:21][CH3:22]. Procedure details: The compound obtained in Example 2-13 step (i) (500 mg) and (2-methoxyethyl)amine (303 mg) were dissolved in acetonitrile (5 ml) and stirred at 80° C. for 1 hour. The reaction mixture was cooled, filtered and purified by RPHPLC to give the titled compound as a white solid. Yield: 270 mg (55%); mp 99-100° C., MS APCI+ve 367 (M+H). The reactants are CCOCC, CCCOc1c(CN(C)C(=O)C=Cc2cnc3c(c2)CNC(C)(C)C(=O)N3)cccc1C(C)C, ClCCl, Cl. Yields the product CCCOc1c(CN(C)C(=O)C=Cc2cnc3c(c2)CNCC(=O)N3)cccc1C(C)C, Cl. Reaction SMILES: [CH3:39][CH2:40][O:41][CH2:42][CH3:43].[CH:1]([CH3:2])([CH3:3])[c:4]1[c:5]([O:31][CH2:32][CH2:33][CH3:34])[c:6]([CH2:7][N:8]([C:9]([CH:10]=[CH:11][c:12]2[cH:13][c:14]3[c:15]([n:24][cH:25]2)[NH:16][C:17](=[O:23])[C:18]([CH3:21])([CH3:22])[NH:19][CH2:20]3)=[O:26])[CH3:27])[cH:28][cH:29][cH:30]1.[Cl:36][CH2:37][Cl:38].[ClH:35]>>[CH:1]([CH3:2])([CH3:3])[c:4]1[c:5]([O:31][CH2:32][CH2:33][CH3:34])[c:6]([CH2:7][N:8]([C:9]([CH:10]=[CH:11][c:12]2[cH:13][c:14]3[c:15]([n:24][cH:25]2)[NH:16][C:17](=[O:23])[CH2:18][NH:19][CH2:20]3)=[O:26])[CH3:27])[cH:28][cH:29][cH:30]1.[ClH:35]. Run in C1(=CC=CC=C1)C (toluene), O (water). Reaction SMILES: [OH:1][C:2]1[CH:9]=[C:8]([O:10][CH2:11][CH2:12][C:13]2[N:14]=[C:15]([C:19]3[CH:24]=[CH:23][CH:22]=[CH:21][CH:20]=3)[O:16][C:17]=2[CH3:18])[CH:7]=[CH:6][C:3]=1[CH:4]=[O:5].[CH3:25][O:26][C:27]1[CH:34]=[CH:33][C:30]([CH2:31]Cl)=[CH:29][CH:28]=1.[OH-].[K+]>C([N+](CCCC)(CCCC)CCCC)CCC.S([O-])(O)(=O)=O.C1(C)C=CC=CC=1.O>[CH3:25][O:26][C:27]1[CH:34]=[CH:33][C:30]([CH2:31][O:1][C:2]2[CH:9]=[C:8]([O:10][CH2:11][CH2:12][C:13]3[N:14]=[C:15]([C:19]4[CH:24]=[CH:23][CH:22]=[CH:21][CH:20]=4)[O:16][C:17]=3[CH3:18])[CH:7]=[CH:6][C:3]=2[CH:4]=[O:5])=[CH:29][CH:28]=1 |f:2.3,4.5|. Procedure: A mixture of 2-hydroxy-4-[2-(5-methyl-2-phenyl-oxazol-4-yl)-ethoxy]-benzaldehyde (54 mg, 0.167 mmol), 4-methoxy-benzylchloride (58 mg, 0.368 mmol), KOH (56 mg, 1 mmol) and tetrabutylammonium-hydrogensulfate (50 mg) in 6 ml toluene and 5 ml water was heated at 80° C. during 6 hours. The reaction mixture was then cooled to 0° C., washed with water/ice and brine, the aqueous layer extracted with AcOEt, the combined organic layers dried over Na2SO4 and evaporated. The crude product was purified by c... Yields the product COC1=CC=C(COC2=C(C=O)C=CC(=C2)OCCC=2N=C(OC2C)C2=CC=CC=C2)C=C1 (2-(4-Methoxy-benzyloxy)-4-[2-(5-methyl-2-phenyl-oxazol-4-yl)-ethoxy]-benzaldehyde). Conditions: temperature 80 celsius. The reagents and catalysts are C(CCC)[N+](CCCC)(CCCC)CCCC.S(=O)(=O)(O)[O-] (tetrabutylammonium hydrogensulfate). Reactants: OC1=C(C=O)C=CC(=C1)OCCC=1N=C(OC1C)C1=CC=CC=C1 (2-hydroxy-4-[2-(5-methyl-2-phenyl-oxazol-4-yl)-ethoxy]-benzaldehyde), COC1=CC=C(CCl)C=C1 (4-methoxy-benzylchloride), [OH-].[K+] (KOH). Starting materials: C1COCCN1, Cc1ccccc1OCc1ccccc1C(=O)Cl, COC(C)(C)C, O. Product: Cc1ccccc1OCc1ccccc1C(=O)N1CCOCC1. RXN SMILES: [CH2:19]1[CH2:20][O:21][CH2:22][CH2:23][NH:24]1.[CH3:1][c:2]1[c:3]([O:4][CH2:5][c:6]2[c:7]([C:8](=[O:9])[Cl:10])[cH:11][cH:12][cH:13][cH:14]2)[cH:15][cH:16][cH:17][cH:18]1.[CH3:26][O:27][C:28]([CH3:29])([CH3:30])[CH3:31].[OH2:25]>>[CH3:1][c:2]1[c:3]([O:4][CH2:5][c:6]2[c:7]([C:8](=[O:9])[N:24]3[CH2:19][CH2:20][O:21][CH2:22][CH2:23]3)[cH:11][cH:12][cH:13][cH:14]2)[cH:15][cH:16][cH:17][cH:18]1. Reactants: Cl (HCl), ClC1=CN=CC(=N1)OC1CCN(CC1)C(=O)OC(C)(C)C (tert-Butyl 4-[(6-chloro-2-pyrazinyl)oxy]-1-piperidinecarboxylate). Solvent: CO (methanol). Run at temperature 50 celsius, time 5 hour. Product: ClC1=NC(=CN=C1)OC1CCNCC1 (2-Chloro-6-(4-piperidinyloxy)pyrazine). Reaction SMILES: Cl.[Cl:2][C:3]1[N:8]=[C:7]([O:9][CH:10]2[CH2:15][CH2:14][N:13](C(OC(C)(C)C)=O)[CH2:12][CH2:11]2)[CH:6]=[N:5][CH:4]=1>CO>[Cl:2][C:3]1[CH:4]=[N:5][CH:6]=[C:7]([O:9][CH:10]2[CH2:15][CH2:14][NH:13][CH2:12][CH2:11]2)[N:8]=1. Procedure details: Aqueous 3.0 M HCl (12 mL) was added to a solution of the product obtained in Step 1 above (5.00 g, 15.9 mmol) in methanol (200 mL). The reaction mixture was stirred at 50° C. for 5 h and concentrated in vacuo. The residue was dissolved in water (50 mL) and basified with K3PO4. The aqueous phase was extracted with ethyl acetate (5×40 mL), dried (MgSO4), and concentrated in vacuo. This gave 3.08 g (91%) of the title compound as a colorless oil which slowly decomposed upon standing. HRMS m/z calcd ...